This data is from the Open Reaction Database (ORD), a public repository of structured organic reaction records. The task is: describe an organic reaction: reactants, conditions, products, and yield Procedure details: To a stirred mixture of 1.0 g of 3-formyl-1-(p-hydroxyphenyl)-3-azabicyclo[3.1.0]hexane and 0.7 g of potassium carbonate in 25 ml of absolute ethanol is added a solution of 3.2 g of ethyl iodide in 10 ml of absolute ethanol. The mixture is refluxed for 2 hours and then is filtered and evaporated. The residual mixture of crystals and liquid is combined with water and this is extracted with chloroform and the extract is dried over magnesium sulfate and evaporated to give 1.0 g of a colorless, visc... Solvent: C(C)O (ethanol), C(C)O (ethanol). RXN SMILES: [CH:1]([N:3]1[CH2:8][CH:7]2[C:5]([C:9]3[CH:14]=[CH:13][C:12]([OH:15])=[CH:11][CH:10]=3)([CH2:6]2)[CH2:4]1)=[O:2].C(=O)([O-])[O-].[K+].[K+].[CH2:22](I)[CH3:23]>C(O)C>[CH:1]([N:3]1[CH2:8][CH:7]2[C:5]([C:9]3[CH:14]=[CH:13][C:12]([O:15][CH2:22][CH3:23])=[CH:11][CH:10]=3)([CH2:6]2)[CH2:4]1)=[O:2] |f:1.2.3|. Reactants: C(=O)N1CC2(CC2C1)C1=CC=C(C=C1)O (3-formyl-1-(p-hydroxyphenyl)-3-azabicyclo[3.1.0]hexane), C([O-])([O-])=O.[K+].[K+] (potassium carbonate), C(C)I (ethyl iodide). Yield: 27.2%. The product is C(=O)N1CC2(CC2C1)C1=CC=C(C=C1)OCC (3-formyl-1-(p-ethoxyphenyl)-3-azabicyclo[3.1.0]hexane). Procedure details: To 5.44 g (18.1 mmol) of colorless neat trimethyl(trimethylsilylcyclopentadienyl)tin is added 1.89 g (2.28 ml, 18.1 mmol) of colorless chlorodiethylborane at once at room temperature. An intense yellow color immediately appears. The mixture is stirred for 2 h and then subjected to fractional distillation. At a bath temperature of 60° C., the major part of the chlorotrimethylstannane can be separated off as the first fraction. Reaction conditions: time 2 hour. The product is C(C)B(C1(C=CC=C1)[Si](C)(C)C)CC (diethyl(trimethylsilylcyclopentadienyl)borane). The reactants are C[Sn](C1(C=CC=C1)[Si](C)(C)C)(C)C (trimethyl(trimethylsilylcyclopentadienyl)tin), ClB(CC)CC (chlorodiethylborane). As a reaction SMILES: C[Sn](C)(C)[C:3]1([Si:8]([CH3:11])([CH3:10])[CH3:9])[CH:7]=[CH:6][CH:5]=[CH:4]1.Cl[B:15]([CH2:18][CH3:19])[CH2:16][CH3:17]>>[CH2:16]([B:15]([CH2:18][CH3:19])[C:3]1([Si:8]([CH3:11])([CH3:10])[CH3:9])[CH:7]=[CH:6][CH:5]=[CH:4]1)[CH3:17]. The reactants are BrCC1=C(C(=O)OCC)C=CN=C1Cl (ethyl 3-(bromomethyl)-2-chloroisonicotinate), Cl.C1(CC1)COC=1C(=CC(=NC1)C(C)N)C (1-(5-(cyclopropylmethoxy)-4-methylpyridin-2-yl)ethanamine hydrochloride). Yields the product ClC1=NC=CC2=C1CN(C2=O)C(C)C2=NC=C(C(=C2)C)OCC2CC2 (4-chloro-2-(1-(5-(cyclopropylmethoxy)-4-methylpyridin-2-yl)ethyl)-2,3-dihydro-1H-pyrrolo[3,4-c]pyridin-1-one). The yield is 73.0%. As a reaction SMILES: Br[CH2:2][C:3]1[C:13]([Cl:14])=[N:12][CH:11]=[CH:10][C:4]=1[C:5]([O:7]CC)=O.Cl.[CH:16]1([CH2:19][O:20][C:21]2[C:22]([CH3:30])=[CH:23][C:24]([CH:27]([NH2:29])[CH3:28])=[N:25][CH:26]=2)[CH2:18][CH2:17]1>>[Cl:14][C:13]1[C:3]2[CH2:2][N:29]([CH:27]([C:24]3[CH:23]=[C:22]([CH3:30])[C:21]([O:20][CH2:19][CH:16]4[CH2:18][CH2:17]4)=[CH:26][N:25]=3)[CH3:28])[C:5](=[O:7])[C:4]=2[CH:10]=[CH:11][N:12]=1 |f:1.2|. Procedure: The title compound is prepared in 73% yield (321 mg, colorless oil) from ethyl 3-(bromomethyl)-2-chloroisonicotinate (344 mg, 1.24 mmol, Step-1 of Intermediate-1) and 1-(5-(cyclopropylmethoxy)-4-methylpyridin-2-yl)ethanamine hydrochloride (300 mg, 1.24 mmol, Amine-73, single enantiomer) in a similar manner to Intermediate-2. Starting materials: aq. solution, C=O (formaldehyde), Cl (HCl), C(C1=CC=CC=C1)(=O)NC1CCC(N2N(C1=O)C(CCC2)C(=O)NC(CCC(OC(C)(C)C)=NNC(=O)N)C=O)=O (t-Butyl 4-[9-(benzoylamino)-6,10-dioxo-1,2,3,4,7,8,9,10-octahydro-6H-pyridazino[1,2-a][1,2]diazepine-1-carboxamido]-5-oxopentanoate semicarbazone). The solvent is CO (methanol). Conditions: time 8 hour. Yields the product C(C1=CC=CC=C1)(=O)NC1CCC(N2N(C1=O)C(CCC2)C(=O)NC(CCC(=O)OC(C)(C)C)C=O)=O (t-Butyl 4-[9-(benzoylamino)-6,10-dioxo-1,2,3,4,7,8,9,10-octahydro-6H-pyridazino-[1,2-a][1,2]diazepine-1-carboxamido]-5-oxopentanoate). The yield is 51.0%. As a reaction SMILES: [C:1]([NH:9][CH:10]1[C:16](=[O:17])[N:15]2[CH:18]([C:22]([NH:24][CH:25]([CH:39]=[O:40])[CH2:26][CH2:27][C:28](=NNC(N)=O)[O:29][C:30]([CH3:33])([CH3:32])[CH3:31])=[O:23])[CH2:19][CH2:20][CH2:21][N:14]2[C:13](=[O:41])[CH2:12][CH2:11]1)(=[O:8])[C:2]1[CH:7]=[CH:6][CH:5]=[CH:4][CH:3]=1.C=[O:43].Cl>CO>[C:1]([NH:9][CH:10]1[C:16](=[O:17])[N:15]2[CH:18]([C:22]([NH:24][CH:25]([CH:39]=[O:40])[CH2:26][CH2:27][C:28]([O:29][C:30]([CH3:32])([CH3:33])[CH3:31])=[O:43])=[O:23])[CH2:19][CH2:20][CH2:21][N:14]2[C:13](=[O:41])[CH2:12][CH2:11]1)(=[O:8])[C:2]1[CH:3]=[CH:4][CH:5]=[CH:6][CH:7]=1. Procedure: A solution of semicarbazone 233e (390 mg, 0.68 mmol) in methanol (10 ml) was cooled at 0° C. and then treated with a 38% aq. solution of formaldehyde (2 ml) and 1M HCl (2 ml). The reaction mixture was then stirred overnight at room temperature. The solution was concentrated to remove the methanol. The aq. solution was extracted with EtOAc (30 ml). The organic solution was successively washed with 10% NaHCO3 (30 ml) and sat. aq. NaCl (30 ml), dried (MgSO4) and concentrated. Purification by flash ... Starting materials: C(C)(C)(C)OC(=O)N1CC2CN(CC2C1)CC1=CC=2N=C(N=C(C2S1)N1CCOCC1)Cl (5-(2-chloro-4-morpholin-4-yl-thieno[3,2-d]pyrimidin-6-ylmethyl)-hexahydro-pyrrolo[3,4-c]pyrrole-2-carboxylic acid tert-butyl ester), C1[C@@H]2N(CCN1)CCC2 ((R)-octahydro-pyrrolo[1,2-a]pyrazine). Yields the product ClC=1N=C(C2=C(N1)C=C(S2)CN2C[C@@H]1N(CC2)CCC1)N1CCOCC1 (2-Chloro-6-[(R)-1-(hexahydro-pyrrolo[1,2-a]pyrazin-2-yl)methyl]-4-morpholin-4-yl-thieno[3,2-d]pyrimidine), solid. Yield: 61.0%. RXN SMILES: C(OC(N1CC2C([CH2:11][N:12]([CH2:16][C:17]3[S:25][C:24]4[C:23]([N:26]5[CH2:31][CH2:30][O:29][CH2:28][CH2:27]5)=[N:22][C:21]([Cl:32])=[N:20][C:19]=4[CH:18]=3)[CH2:13]2)C1)=O)(C)(C)C.C1NC[CH2:36][N:35]2[CH2:39][CH2:40][CH2:41][C@H:34]12>>[Cl:32][C:21]1[N:22]=[C:23]([N:26]2[CH2:31][CH2:30][O:29][CH2:28][CH2:27]2)[C:24]2[S:25][C:17]([CH2:16][N:12]3[CH2:11][CH2:36][N:35]4[CH2:39][CH2:40][CH2:41][C@@H:34]4[CH2:13]3)=[CH:18][C:19]=2[N:20]=1. Procedure: Prepared according to the method used in the preparation of 5-(2-chloro-4-morpholin-4-yl-thieno[3,2-d]pyrimidin-6-ylmethyl)-hexahydro-pyrrolo[3,4-c]pyrrole-2-carboxylic acid tert-butyl ester using (R)-octahydro-pyrrolo[1,2-a]pyrazine in place of hexahydro-pyrrolo[3,4-c]pyrrole-2-carboxylic acid tert-butyl ester. The title compound was obtained as white solid (90 mg, 61%).